From a dataset of the Open Reaction Database (ORD), a public repository of structured organic reaction records. describe an organic reaction: reactants, conditions, products, and yield Starting materials: CCN(CC)c1c([N+](=O)[O-])cc(C#N)c(Cl)c1[N+](=O)[O-], COCCOC, CCO, N. Product: CCN(CC)c1c([N+](=O)[O-])cc(C#N)c(N)c1[N+](=O)[O-]. As a reaction SMILES: [CH2:1]([CH3:2])[N:3]([c:4]1[c:5]([N+:16](=[O:17])[O-:18])[c:6]([Cl:15])[c:7]([C:13]#[N:14])[cH:8][c:9]1[N+:10](=[O:11])[O-:12])[CH2:19][CH3:20].[CH2:22]([CH2:23][O:24][CH3:25])[O:26][CH3:27].[CH3:28][CH2:29][OH:30].[NH3:21]>>[CH2:1]([CH3:2])[N:3]([c:4]1[c:5]([N+:16](=[O:17])[O-:18])[c:6]([NH2:21])[c:7]([C:13]#[N:14])[cH:8][c:9]1[N+:10](=[O:11])[O-:12])[CH2:19][CH3:20].